Dataset: the Open Reaction Database (ORD), a public repository of structured organic reaction records. Task: describe an organic reaction: reactants, conditions, products, and yield Reactants: C[Si](C)(C)Br, CCC#N, Clc1ccc2ccc3ccccc3c2n1, [Na+], [OH-]. The product is Brc1ccc2ccc3ccccc3c2n1. As a reaction SMILES: [Br:16][Si:17]([CH3:18])([CH3:19])[CH3:20].[C:21](#[N:22])[CH2:23][CH3:24].[Cl:1][c:2]1[n:3][c:4]2[c:5]3[c:6]([cH:7][cH:8][c:9]2[cH:10][cH:11]1)[cH:12][cH:13][cH:14][cH:15]3.[Na+:26].[OH-:25]>>[c:2]1([Br:16])[n:3][c:4]2[c:5]3[c:6]([cH:7][cH:8][c:9]2[cH:10][cH:11]1)[cH:12][cH:13][cH:14][cH:15]3. Reactants: FC=1C=C(CNC(C)=O)C=CC1 (N-(3-fluorobenzyl)acetamide), ClS(=O)(=O)O (chlorosulfonic acid), ice water. Reaction conditions: time 3 hour. Product: C(C)(=O)NCC1=C(C=CC(=C1)F)S(=O)(=O)Cl (2-[(acetylamino)methyl]-4-fluorobenzenesulfonyl chloride). As a reaction SMILES: [F:1][C:2]1[CH:3]=[C:4]([CH:10]=[CH:11][CH:12]=1)[CH2:5][NH:6][C:7](=[O:9])[CH3:8].[Cl:13][S:14](O)(=[O:16])=[O:15]>>[C:7]([NH:6][CH2:5][C:4]1[CH:3]=[C:2]([F:1])[CH:12]=[CH:11][C:10]=1[S:14]([Cl:13])(=[O:16])=[O:15])(=[O:9])[CH3:8]. Reported procedure: (Step 1) To chlorosulfonic acid (50 ml) was added N-(3-fluorobenzyl)acetamide (11.8 g) by small portions under ice-cooling. The mixture was allowed to warm to room temperature, and stirred at 70° C. for 3 hr. The reaction mixture was poured into ice water to quench the reaction, and extracted with ethyl acetate. The extract was washed with saturated brine, dried over anhydrous magnesium sulfate, and filtered. The solvent was evaporated under reduced pressure to give 2-[(acetylamino)methyl]-4-flu... The solvent is C(Cl)(Cl)Cl (CHCl3), C1CCOC1 (THF), C(Cl)(Cl)Cl (CHCl3). RXN SMILES: [CH3:1][O:2][C:3]([C:5]1[CH:13]=[C:12]2[C:8]([C:9]([CH:14]3[CH2:19][CH2:18][CH2:17][CH2:16][CH2:15]3)=[CH:10][NH:11]2)=[CH:7][CH:6]=1)=[O:4].C1C=C[NH+]=CC=1.[Br:26][Br-]Br>C1COCC1.C(Cl)(Cl)Cl>[CH3:1][O:2][C:3]([C:5]1[CH:13]=[C:12]2[C:8]([C:9]([CH:14]3[CH2:19][CH2:18][CH2:17][CH2:16][CH2:15]3)=[C:10]([Br:26])[NH:11]2)=[CH:7][CH:6]=1)=[O:4] |f:1.2|. Procedure: Adapting the procedure of L. Chu (Tet. Lett. 1997, 38, 3871) methyl,3-cyclohexyl-6-indole carboxylate (4.65 g, 18.07 mmol) was dissolved in a mixture of THF (80 mL) and CHCl3 (80 mL). The solution was cooled in an ice bath and pyridinium bromide perbromide (pyridine tribromide, 7.22 g, 22.6 mmol, 1.25 equivalent) was added. After stirring for 1.5 h at 0° C., the reaction was judged complete by TLC. It was diluted with CHCl3 (200 mL), washed with 1M NaHSO3 (2×50 mL), saturated aqueous NaHCO3 (2×5... Yield: 85.0%. Reaction conditions: temperature 0 celsius, time 1.5 hour. Reactants: COC(=O)C1=CC=C2C(=CNC2=C1)C1CCCCC1 (methyl,3-cyclohexyl-6-indole carboxylate), pyridinium bromide perbromide. Product: COC(=O)C1=CC=C2C(=C(NC2=C1)Br)C1CCCCC1 (Methyl-2-bromo-3-cyclohexyl-6-indole carboxylate). Starting materials: O=C([O-])[O-], CS(C)=O, COC(=O)c1cc[nH]c1, Clc1nccc2ccccc12, [K+], [K+], O. Yields the product COC(=O)c1ccn(-c2nccc3ccccc23)c1. As a reaction SMILES: [C:1](=[O:2])([O-:3])[O-:4].[CH3:28][S:29](=[O:30])[CH3:31].[CH3:7][O:8][C:9](=[O:10])[c:11]1[cH:12][nH:13][cH:14][cH:15]1.[Cl:16][c:17]1[n:18][cH:19][cH:20][c:21]2[cH:22][cH:23][cH:24][cH:25][c:26]12.[K+:5].[K+:6].[OH2:27]>>[CH3:7][O:8][C:9](=[O:10])[c:11]1[cH:12][n:13](-[c:17]2[n:18][cH:19][cH:20][c:21]3[cH:22][cH:23][cH:24][cH:25][c:26]23)[cH:14][cH:15]1. Reported procedure: A solution of N-(4-chlorobenzyl)-4-hydroxy-6-(3-hydroxy-1-propynyl)-3-quinolinecarboxamide from Preparation No. 5 (0.616 g) is dissolved in DMF (4 mL), and K2CO3 (0.93 g, 6.72 mmol) and 2-bromo-N,N-diethylethylamine hydrobromide (0.88 g, 3.35 mmol) are added. The reaction mixture is heated to 90° C. for 16. The mixture is partitioned between CHCl3 and water. The organic layer is concentrated in vacuo to give an oil. Column chromatography (elution with 1-5% MeOH/CHCl3) gave 0.10 g of a brown oil.... Reaction conditions: temperature 90 celsius. Solvent: CN(C)C=O (DMF). As a reaction SMILES: [Cl:1][C:2]1[CH:26]=[CH:25][C:5]([CH2:6][NH:7][C:8]([C:10]2[CH:11]=[N:12][C:13]3[C:18]([C:19]=2[OH:20])=[CH:17][C:16]([C:21]#[C:22][CH2:23][OH:24])=[CH:15][CH:14]=3)=[O:9])=[CH:4][CH:3]=1.C([O-])([O-])=O.[K+].[K+].Br.Br[CH2:35][CH2:36][N:37]([CH2:40][CH3:41])[CH2:38][CH3:39]>CN(C=O)C>[Cl:1][C:2]1[CH:3]=[CH:4][C:5]([CH2:6][NH:7][C:8]([C:10]2[C:19](=[O:20])[C:18]3[C:13](=[CH:14][CH:15]=[C:16]([C:21]#[C:22][CH2:23][OH:24])[CH:17]=3)[N:12]([CH2:35][CH2:36][N:37]([CH2:40][CH3:41])[CH2:38][CH3:39])[CH:11]=2)=[O:9])=[CH:25][CH:26]=1 |f:1.2.3,4.5|. Starting materials: ClC1=CC=C(CNC(=O)C=2C=NC3=CC=C(C=C3C2O)C#CCO)C=C1 (N-(4-chlorobenzyl)-4-hydroxy-6-(3-hydroxy-1-propynyl)-3-quinolinecarboxamide), 5, C(=O)([O-])[O-].[K+].[K+] (K2CO3), Br.BrCCN(CC)CC (2-bromo-N,N-diethylethylamine hydrobromide). The product is ClC1=CC=C(CNC(=O)C2=CN(C3=CC=C(C=C3C2=O)C#CCO)CCN(CC)CC)C=C1 (N-(4-Chlorobenzyl)-1-[2-(diethylamino)ethyl]-6-(3-hydroxy-1-propynyl)-4-oxo-1,4-dihydro-3-quinolinecarboxamide).